Dataset: the Open Reaction Database (ORD), a public repository of structured organic reaction records. Task: describe an organic reaction: reactants, conditions, products, and yield Starting materials: [NH4+].[OH-].CO (NH4OH MeOH), CC1(C)CO1 (Isobutylene oxide), C(C=C)N1C(=NC2=NC(=C(C=C21)Cl)C2=CC=C(C=C2)N2N=C1C(=C2)CNC1)O[C@@H]1CO[C@H]2[C@@H]1OC[C@H]2O ((3R,3aR,6R,6aR)-6-[1-allyl-6-chloro-5-[4-(5,6-dihydro-4H-pyrrolo[3,4-c]pyrazol-2-yl)phenyl]imidazo[4,5-b]pyridin-2-yl]oxy-2,3,3a,5,6,6a-hexahydrofuro[3,2-b]furan-3-ol), CC1(C)CO1 (isobutylene oxide), C(Cl)Cl (DCM). Solvent: CO.C(Cl)Cl (MeOH DCM), O1CCOCC1 (dioxane). Reaction conditions: temperature 80 celsius, time 3 day. Yields the product C(C=C)N1C(=NC2=NC(=C(C=C21)Cl)C2=CC=C(C=C2)N2N=C1C(=C2)CN(C1)CC(C)(C)O)O[C@@H]1CO[C@H]2[C@@H]1OC[C@H]2O ((3R,3aR,6R,6aR)-6-[1-allyl-6-chloro-5-[4-[5-(2-hydroxy-2-methyl-propyl)-4,6-dihydropyrrolo[3,4-c]pyrazol-2-yl]phenyl]imidazo[4,5-b]pyridin-2-yl]oxy-2,3,3a,5,6,6a-hexahydrofuro[3,2-b]furan-3-ol). RXN SMILES: [CH3:1][C:2]1([O:5][CH2:4]1)[CH3:3].[CH2:6]([N:9]1[C:17]2[C:12](=[N:13][C:14]([C:19]3[CH:24]=[CH:23][C:22]([N:25]4[CH:29]=[C:28]5[CH2:30][NH:31][CH2:32][C:27]5=[N:26]4)=[CH:21][CH:20]=3)=[C:15]([Cl:18])[CH:16]=2)[N:11]=[C:10]1[O:33][C@H:34]1[C@H:38]2[O:39][CH2:40][C@@H:41]([OH:42])[C@H:37]2[O:36][CH2:35]1)[CH:7]=[CH2:8].[NH4+].[OH-].CO.C(Cl)Cl>O1CCOCC1.CO.C(Cl)Cl>[CH2:6]([N:9]1[C:17]2[C:12](=[N:13][C:14]([C:19]3[CH:20]=[CH:21][C:22]([N:25]4[CH:29]=[C:28]5[CH2:30][N:31]([CH2:1][C:2]([OH:5])([CH3:4])[CH3:3])[CH2:32][C:27]5=[N:26]4)=[CH:23][CH:24]=3)=[C:15]([Cl:18])[CH:16]=2)[N:11]=[C:10]1[O:33][C@H:34]1[C@H:38]2[O:39][CH2:40][C@@H:41]([OH:42])[C@H:37]2[O:36][CH2:35]1)[CH:7]=[CH2:8] |f:2.3.4,7.8|. Reported procedure: Isobutylene oxide (17 μl, 0.191 mmol) was added to a stirred solution of (3R,3aR,6R,6aR)-6-[1-allyl-6-chloro-5-[4-(5,6-dihydro-4H-pyrrolo[3,4-c]pyrazol-2-yl)phenyl]imidazo[4,5-b]pyridin-2-yl]oxy-2,3,3a,5,6,6a-hexahydrofuro[3,2-b]furan-3-ol (83.4 mg, 0.160 mmol) in dioxane (0.64 ml). The reaction mixture was a pale yellow solution that was heated to 80° C. After 3 days, additional isobutylene oxide (8 μl, 0.090 mmol) was added. After stirring an additional 16 h, the reaction mixture was cooled to... Starting materials: COC1=C(C=CC=C1)C(C(=O)O)(CC1=CC=CC=C1)CN1N=CN=C1 (2-(2-methoxyphenyl)-3-phenyl-2-[(1,2,4-triazol-1-yl)methyl]propanoic acid), C([O-])([O-])=O.[K+].[K+] (potassium carbonate), ICCC (Iodopropane). Solvent: C(C)C(=O)C (methyl ethyl ketone). Yields the product COC1=C(C=CC=C1)C(C(=O)OCCC)(CC1=CC=CC=C1)CN1N=CN=C1 (Propyl 2-(2-methoxyphenyl)-3-phenyl-2-[(1,2,4-triazol-1-yl)methyl]-propionate). The yield is 81.4%. RXN SMILES: [CH3:1][O:2][C:3]1[CH:8]=[CH:7][CH:6]=[CH:5][C:4]=1[C:9]([CH2:20][N:21]1[CH:25]=[N:24][CH:23]=[N:22]1)([CH2:13][C:14]1[CH:19]=[CH:18][CH:17]=[CH:16][CH:15]=1)[C:10]([OH:12])=[O:11].C(=O)([O-])[O-].[K+].[K+].I[CH2:33][CH2:34][CH3:35]>C(C(C)=O)C>[CH3:1][O:2][C:3]1[CH:8]=[CH:7][CH:6]=[CH:5][C:4]=1[C:9]([CH2:20][N:21]1[CH:25]=[N:24][CH:23]=[N:22]1)([CH2:13][C:14]1[CH:15]=[CH:16][CH:17]=[CH:18][CH:19]=1)[C:10]([O:12][CH2:33][CH2:34][CH3:35])=[O:11] |f:1.2.3|. Procedure details: A mixture of 2-(2-methoxyphenyl)-3-phenyl-2-[(1,2,4-triazol-1-yl)methyl]propanoic acid (6.0 g, 0.0178 mole) and potassium carbonate (3.6 g, 0.0213 mole) in methyl ethyl ketone (50 mL) was stirred and heated to reflux for 1 hour. Iodopropane (3.6 g, 0.0213 mole) was added and the mixture continued heating at reflux for an additional 4 hours and then allowed to cool to room temperature. The solvent was removed by distillation and 100 mL of water and 100 mL of ethyl acetate added. The organic phase... Starting materials: C(C)OC(=O)N1CCN(CC1)C([C@H](CNC(=O)OC(C)(C)C)NC(=O)OCC1C2=CC=CC=C2C=2C=CC=CC12)=O (4-[(S)-3-tert-butoxycarbonylamino-2-(9H-fluoren-9-ylmethoxycarbonylamino)-propionyl]-piperazine-1-carboxylic acid ethyl ester), C(CCCCCCC)S (1-octanethiol), C1CCC2=NCCCN2CC1 (DBU). Run in C1CCOC1 (THF). The product is C(C)OC(=O)N1CCN(CC1)C([C@H](CNC(=O)OC(C)(C)C)N)=O (4-((S)-2-Amino-3-tert-butoxycarbonylamino-propionyl)-piperazine-1-carboxylic acid ethyl ester). As a reaction SMILES: [CH2:1]([O:3][C:4]([N:6]1[CH2:11][CH2:10][N:9]([C:12](=[O:41])[C@@H:13]([NH:23]C(OCC2C3C=CC=CC=3C3C2=CC=CC=3)=O)[CH2:14][NH:15][C:16]([O:18][C:19]([CH3:22])([CH3:21])[CH3:20])=[O:17])[CH2:8][CH2:7]1)=[O:5])[CH3:2].C(S)CCCCCCC.C1CCN2C(=NCCC2)CC1>C1COCC1>[CH2:1]([O:3][C:4]([N:6]1[CH2:7][CH2:8][N:9]([C:12](=[O:41])[C@@H:13]([NH2:23])[CH2:14][NH:15][C:16]([O:18][C:19]([CH3:21])([CH3:20])[CH3:22])=[O:17])[CH2:10][CH2:11]1)=[O:5])[CH3:2]. Procedure: A solution of 1.71 g 4-[(S)-3-tert-butoxycarbonylamino-2-(9H-fluoren-9-ylmethoxycarbonylamino)-propionyl]-piperazine-1-carboxylic acid ethyl ester in 50 ml THF was stirred in the presence of 4 ml 1-octanethiol and 90 μl DBU. After 12 h the mixture was concentrated, the residue dissolved in dichloromethane and extracted with 0.1 M HCl. The aqueous phase was brought to pH9 by adding aqueous NaHCO3 before being extracted with dichloromethane. The product was obtained after evaporation of the solven... Reactants: C(C)OC(=O)C1(CC1)C1=CC=C(C=C1)C1=CC=C(C=C1)C1=C(C(=NO1)C)N (1-[4′-(4-amino-3-methyl-isoxazol-5-yl)-biphenyl-4-yl]-cyclopropanecarboxylic acid ethyl ester), BrC1=NC=CC(=N1)C1=CC=CC=C1 (2-bromo-4-phenyl-pyrimidine). Yields the product C(C)OC(=O)C1(CC1)C1=CC=C(C=C1)C1=CC=C(C=C1)C1=C(C(=NO1)C)NC1=NC=CC(=N1)C1=CC=CC=C1 (1-{4′-[3-Methyl-4-(4-phenyl-pyrimidin-2-ylamino)-isoxazol-5-yl]-biphenyl-4-yl}-cyclopropanecarboxylic acid ethyl ester). As a reaction SMILES: [CH2:1]([O:3][C:4]([C:6]1([C:9]2[CH:14]=[CH:13][C:12]([C:15]3[CH:20]=[CH:19][C:18]([C:21]4[O:25][N:24]=[C:23]([CH3:26])[C:22]=4[NH2:27])=[CH:17][CH:16]=3)=[CH:11][CH:10]=2)[CH2:8][CH2:7]1)=[O:5])[CH3:2].Br[C:29]1[N:34]=[C:33]([C:35]2[CH:40]=[CH:39][CH:38]=[CH:37][CH:36]=2)[CH:32]=[CH:31][N:30]=1>>[CH2:1]([O:3][C:4]([C:6]1([C:9]2[CH:10]=[CH:11][C:12]([C:15]3[CH:20]=[CH:19][C:18]([C:21]4[O:25][N:24]=[C:23]([CH3:26])[C:22]=4[NH:27][C:29]4[N:34]=[C:33]([C:35]5[CH:40]=[CH:39][CH:38]=[CH:37][CH:36]=5)[CH:32]=[CH:31][N:30]=4)=[CH:17][CH:16]=3)=[CH:13][CH:14]=2)[CH2:8][CH2:7]1)=[O:5])[CH3:2]. Reported procedure: Prepared according to the procedure described in Example 68, Step 2, using 1-[4′-(4-amino-3-methyl-isoxazol-5-yl)-biphenyl-4-yl]-cyclopropanecarboxylic acid ethyl ester and 2-bromo-4-phenyl-pyrimidine. The reactants are FC(C(=O)O)(F)F (trifluoroacetic acid), CN1CC=2N(C3=C(C1=O)C=CC=C3)C=NC2C(=O)O (5,6-dihydro-5-methyl-6-oxo-4H-imidazo[1,5-a]-[1,4]benzodiazepine-3-carboxylic acid), CN(C=O)C (N,N-dimethylformamide), phthaloylglycine amidoxime, C(=O)(N1C=NC=C1)N1C=NC=C1 (1,1'-carbonyldiimidazole). Reaction conditions: time 20 minute. Yields the product CN1CC=2N(C3=C(C1=O)C=CC=C3)C=NC2C2=NC(=NO2)CN2C(C=3C(C2=O)=CC=CC3)=O (5,6-dihydro-5-methyl-3-(3-phthalimidomethyl-1,2,4-oxadiazol-5-yl)-4H-imidazo[1,5-a][1,4]benzodiazepin-6-one). Yield: 50.0%. RXN SMILES: [CH3:1][N:2]1[C:8](=[O:9])[C:7]2[CH:10]=[CH:11][CH:12]=[CH:13][C:6]=2[N:5]2[CH:14]=[N:15][C:16]([C:17]([OH:19])=O)=[C:4]2[CH2:3]1.C([N:27]1C=C[N:29]=[CH:28]1)(N1C=CN=C1)=O.F[C:33](F)(F)[C:34]([OH:36])=O.[CH3:39][N:40](C)[CH:41]=[O:42]>>[CH3:1][N:2]1[C:8](=[O:9])[C:7]2[CH:10]=[CH:11][CH:12]=[CH:13][C:6]=2[N:5]2[CH:14]=[N:15][C:16]([C:17]3[O:19][N:27]=[C:28]([CH2:39][N:40]4[C:34](=[O:36])[C:33]5=[CH:8][CH:7]=[CH:6][CH:13]=[C:12]5[C:41]4=[O:42])[N:29]=3)=[C:4]2[CH2:3]1. Reported procedure: 15 g (5.83 mmol) of 5,6-dihydro-5-methyl-6-oxo-4H-imidazo[1,5-a]-[1,4]benzodiazepine-3-carboxylic acid were dissolved in 100 ml of N,N-dimethylformamide, treated portionwise with 11.3 g (7 mmol) of 1,1'-carbonyldiimidazole and stirred at 70° for 20 min. After adding 19.2 g (8.75 mmol) of phthaloylglycine amidoxime the mixture was stirred at 80° for 3 hours, 5 ml of trifluoroacetic acid were added and the mixture was stirred at 110° overnight. The reaction mixture was concentrated and the residue... As a reaction SMILES: [SH:1][C:2]1[NH:3][CH:4]=[CH:5][N:6]=1.[NH2:7][CH2:8][CH2:9][CH2:10]O.[BrH:12]>>[BrH:12].[BrH:12].[NH2:7][CH2:8][CH2:9][CH2:10][S:1][C:2]1[NH:3][CH:4]=[CH:5][N:6]=1 |f:3.4.5|. Reported procedure: A solution of 2-mercaptoimidazole (2 g.) and 3-aminopropanol (1.14 ml.) in hydrobromic acid (48%, 25 ml.) was heated under reflux for 25 hours. The reaction mixture was evaporated to dryness and the oily residual solid recrystallised twice from ethanol/ether to give 2-(3-aminopropylmercapto)imidazole dihydrobromide (3.55 g.) m.p. 160°-162°. Product: Br.Br.NCCCSC=1NC=CN1 (2-(3-aminopropylmercapto)imidazole dihydrobromide). The reactants are SC=1NC=CN1 (2-mercaptoimidazole), NCCCO (3-aminopropanol), Br (hydrobromic acid). Starting materials: C(=O)(OCC1=CC=CC=C1)N[C@@H](CC1=CC=CC=C1)C(=O)O (N-Cbz-L-phenylalanine), C(C1=CC=CC=C1)=O (benzaldehyde), C1(=CC=C(C=C1)S(=O)(=O)O)C (p-toluenesulfonic acid). The solvent is ClC(C)(Cl)Cl (1,1,1-trichloroethane). Yields the product C(C1=CC=CC=C1)OC(=O)N1[C@@H](OC([C@@H]1CC1=CC=CC=C1)=O)C1=CC=CC=C1 ((2S,4S)-3-Benzyloxycarbonyl-2-phenyl-4-phenylmethyl-5-oxooxazolidine). Isolated yield 12.4%. Reaction SMILES: [C:1]([NH:11][C@H:12]([C:20]([OH:22])=[O:21])[CH2:13][C:14]1[CH:19]=[CH:18][CH:17]=[CH:16][CH:15]=1)([O:3][CH2:4][C:5]1[CH:10]=[CH:9][CH:8]=[CH:7][CH:6]=1)=[O:2].[CH:23](=O)[C:24]1[CH:29]=[CH:28][CH:27]=[CH:26][CH:25]=1.C1(C)C=CC(S(O)(=O)=O)=CC=1>ClC(Cl)(Cl)C>[CH2:4]([O:3][C:1]([N:11]1[C@@H:12]([CH2:13][C:14]2[CH:19]=[CH:18][CH:17]=[CH:16][CH:15]=2)[C:20](=[O:22])[O:21][C@H:23]1[C:24]1[CH:29]=[CH:28][CH:27]=[CH:26][CH:25]=1)=[O:2])[C:5]1[CH:10]=[CH:9][CH:8]=[CH:7][CH:6]=1. Procedure: Following the procedure of Karady, Tett. Lett., 1984, 25:4337. N-Cbz-L-phenylalanine (25 g, 83.5 mmol), benzaldehyde (18 g, 170 mmol), and p-toluenesulfonic acid (11.2 g, 58 mmol) were suspended in 1,1,1-trichloroethane (300 ml). The solution was refluxed for 18 hr and the water was removed by azeotropic distillation using a Dean-Stark trap for liquids heavier than water. After cooling, the reaction was washed with saturated aqueous NaHCO3 (3×50 ml), water (1×50 ml), dried over sodium sulfate an... The reactants are CC1=C(C=CC=C1[N+](=O)[O-])O (2-methyl-3-nitrophenol), BrC(C(=O)OCC)CC (ethyl 2-bromobutanoate), C([O-])([O-])=O.[K+].[K+] (potassium carbonate). Solvent: CN(C=O)C (dimethylformamide), O (water). Conditions: time 18 hour. The product is CC1=C(OC(C(=O)OCC)CC)C=CC=C1[N+](=O)[O-] (ethyl 2-(2-methyl-3-nitrophenoxy)butanoate). The yield is 93.5%. As a reaction SMILES: [CH3:1][C:2]1[C:7]([N+:8]([O-:10])=[O:9])=[CH:6][CH:5]=[CH:4][C:3]=1[OH:11].Br[CH:13]([CH2:19][CH3:20])[C:14]([O:16][CH2:17][CH3:18])=[O:15].C(=O)([O-])[O-].[K+].[K+]>CN(C)C=O.O>[CH3:1][C:2]1[C:7]([N+:8]([O-:10])=[O:9])=[CH:6][CH:5]=[CH:4][C:3]=1[O:11][CH:13]([CH2:19][CH3:20])[C:14]([O:16][CH2:17][CH3:18])=[O:15] |f:2.3.4|. Procedure details: A mixture of 5.0 g (32 mmole) of 2-methyl-3-nitrophenol, 4.8 ml (ca. 32 mmole) of ethyl 2-bromobutanoate, and 4.5 g (32 mmole) of potassium carbonate in 50 ml of dimethylformamide was stirred for 18 hours at room temperature. The mixture was then poured over ice, diluted with water, and extracted twice with diethyl ether. The combined organic extract was washed with water, dried over magnesium sulfate, filtered, and concentrated in vacuo to give 8.0 g of the title compound as an analytically pur... Reactants: O=C([O-])[O-], CNC1CCCCC1NC, Cc1ccccc1, [Cu]I, CCOC(=O)c1c[nH]nc1C(F)(F)F, Fc1ccc(I)cc1, [K+], [K+]. Yields the product CCOC(=O)c1cn(-c2ccc(F)cc2)nc1C(F)(F)F. As a reaction SMILES: [C:33](=[O:34])([O-:35])[O-:36].[CH3:15][NH:16][CH:17]1[CH2:18][CH2:19][CH2:20][CH2:21][CH:22]1[NH:23][CH3:24].[CH3:39][c:40]1[cH:41][cH:42][cH:43][cH:44][cH:45]1.[Cu:46][I:47].[F:1][C:2]([c:3]1[n:4][nH:5][cH:6][c:7]1[C:8](=[O:9])[O:10][CH2:11][CH3:12])([F:13])[F:14].[F:25][c:26]1[cH:27][cH:28][c:29]([I:32])[cH:30][cH:31]1.[K+:37].[K+:38]>>[F:1][C:2]([c:3]1[n:4][n:5](-[c:29]2[cH:28][cH:27][c:26]([F:25])[cH:31][cH:30]2)[cH:6][c:7]1[C:8](=[O:9])[O:10][CH2:11][CH3:12])([F:13])[F:14].